From a dataset of the Open Reaction Database (ORD), a public repository of structured organic reaction records. describe an organic reaction: reactants, conditions, products, and yield The reactants are FC1=C(C=CC(=C1)OCCCN(CC)CC)[N+](=O)[O-] (2-fluoro-4-(3-diethylamino-1-propoxy)nitrobenzene), C(CC)N (propylamine). Run in C1CCOC1 (THF). Product: C(CC)NC1=C(C=CC(=C1)OCCCN(CC)CC)[N+](=O)[O-] (2-(propylamino)-4-(3-diethylamino-1-propoxy)nitrobenzene). Isolated yield 87.3%. RXN SMILES: F[C:2]1[CH:7]=[C:6]([O:8][CH2:9][CH2:10][CH2:11][N:12]([CH2:15][CH3:16])[CH2:13][CH3:14])[CH:5]=[CH:4][C:3]=1[N+:17]([O-:19])=[O:18].[CH2:20]([NH2:23])[CH2:21][CH3:22]>C1COCC1>[CH2:20]([NH:23][C:2]1[CH:7]=[C:6]([O:8][CH2:9][CH2:10][CH2:11][N:12]([CH2:15][CH3:16])[CH2:13][CH3:14])[CH:5]=[CH:4][C:3]=1[N+:17]([O-:19])=[O:18])[CH2:21][CH3:22]. Procedure details: A solution of 2-fluoro-4-(3-diethylamino-1-propoxy)nitrobenzene (2 mmol; preparation described in Example 5) in THF (5 mL) is treated with propylamine (3 mmol) at rt. After completion of the reaction, the reaction mixture is concentrated in vacuo. The residue is redissolved in EtOAc (10 mL), washed with saturated sodium bicarbonate solution, water, and brine. The organic phase is then dried over sodium sulfate and the solvent is removed in vacuo to afford the product, 2-(propylamino)-4-(3-diethy... Reactants: [OH-].[K+] (KOH), CO (MeOH), O (water), C(C)(=O)OC(C1=CC=CC=C1)C=C (vinylbenzyl acetate). Reaction conditions: time 1 hour. The product is C(=C)C(C1=CC=CC=C1)O (Vinylbenzyl Alcohol). Reaction SMILES: [OH-].[K+].CO.O.C([O:9][CH:10]([CH:17]=[CH2:18])[C:11]1[CH:16]=[CH:15][CH:14]=[CH:13][CH:12]=1)(=O)C>>[CH:17]([CH:10]([OH:9])[C:11]1[CH:16]=[CH:15][CH:14]=[CH:13][CH:12]=1)=[CH2:18] |f:0.1|. Reported procedure: A second 12 L flask equipped with mechanical stirrer, condensor, and thermocouple was charged with 761.0 g (13.56 mol) KOH (potassium hydroxide), 3.5 L (86.6 mol) of MeOH (methanol), 1.1 L (58.38 mol) of water, and 703 g of vinylbenzyl acetate from the previous step producing a dark red-colored solution. The reaction was heated to reflux and followed by TLC, which indicated that the reaction was complete after 1 hour. The reaction mixture was cooled to room temperature and extracted twice with 4... The reactants are CCOc1ccc(CBr)c(F)c1F, [Cl-], CCCC12CCC(O)(CC1)C(F)C2(F)F, [H-], [NH4+], [Na+], CN(C)C=O. Yields the product CCCC12CCC(OCc3ccc(OCC)c(F)c3F)(CC1)C(F)C2(F)F. RXN SMILES: [Br:16][CH2:17][c:18]1[c:19]([F:28])[c:20]([F:27])[c:21]([O:24][CH2:25][CH3:26])[cH:22][cH:23]1.[Cl-:31].[F:1][CH:2]1[C:3]2([OH:15])[CH2:4][CH2:5][C:6]([CH2:12][CH2:13][CH3:14])([C:7]1([F:8])[F:9])[CH2:10][CH2:11]2.[H-:29].[NH4+:32].[Na+:30].[O:33]=[CH:34][N:35]([CH3:36])[CH3:37]>>[F:1][CH:2]1[C:3]2([O:15][CH2:17][c:18]3[c:19]([F:28])[c:20]([F:27])[c:21]([O:24][CH2:25][CH3:26])[cH:22][cH:23]3)[CH2:4][CH2:5][C:6]([CH2:12][CH2:13][CH3:14])([C:7]1([F:8])[F:9])[CH2:10][CH2:11]2. The reactants are C([O-])([O-])=O.[Ca+2] (calcium carbonate), [O-2].[Zn+2] (zinc oxide), [O-2].[Zn+2] (zinc oxide), [O-2].[Zn+2] (zinc oxide), C([O-])([O-])=O.[Ca+2] (calcium carbonate), C(C(O)CC(=O)O)(=O)O (malic acid), C(C(O)CC(=O)O)(=O)O (malic acid), C([O-])([O-])=O.[Ca+2] (calcium carbonate). Run in O (water), O (water), O (water). Product: C(C(O)CC(=O)O)(=O)O (malic acid), C(C(O)CC(=O)[O-])(=O)[O-].[Zn+2].O[Ca]O (dihydroxycalcium zinc malate), C(C(O)CC(=O)[O-])(=O)[O-] (malate). RXN SMILES: [C:1]([OH:9])(=[O:8])[CH:2]([CH2:4][C:5]([OH:7])=[O:6])[OH:3].[O-2:10].[Zn+2:11].C(=O)([O-])[O-:13].[Ca+2:16]>O>[C:1]([OH:9])(=[O:8])[CH:2]([CH2:4][C:5]([OH:7])=[O:6])[OH:3].[C:1]([O-:9])(=[O:8])[CH:2]([CH2:4][C:5]([O-:7])=[O:6])[OH:3].[Zn+2:11].[OH:10][Ca:16][OH:13].[C:1]([O-:9])(=[O:8])[CH:2]([CH2:4][C:5]([O-:7])=[O:6])[OH:3] |f:1.2,3.4,7.8.9|. Procedure: An aqueous solution of malic acid was prepared by mixing 134.09 g of malic acid with 50 mL of water. An aqueous solution of zinc oxide was also prepared in a separate container by thoroughly mixing 81.38 g of zinc oxide in 25 mL of water. An aqueous solution of calcium carbonate was also prepared in a separate container by thoroughly mixing 100.09 g of calcium carbonate in 25 mL of water. The zinc oxide solution and the calcium carbonate solution were then slowly added to the malic acid solution... Starting materials: FC1=C(C=CC=C1)C(C1=C(C(=C(C=C1)OC)C)O)=O (2'-fluoro-2-hydroxy-4-methoxy-3-methylbenzophenone), Cl.NO (hydroxylamine hydrochloride). Solvent: N1=CC=CC=C1 (pyridine). Reaction conditions: temperature 200 celsius. The product is FC1=C(C=CC=C1)/C(/C1=C(C(=C(C=C1)OC)C)O)=N/O (E-2'-fluoro-2-hydroxy-4-methoxy-3-methylbenzophenone oxime). RXN SMILES: [F:1][C:2]1[CH:7]=[CH:6][CH:5]=[CH:4][C:3]=1[C:8](=O)[C:9]1[CH:14]=[CH:13][C:12]([O:15][CH3:16])=[C:11]([CH3:17])[C:10]=1[OH:18].Cl.[NH2:21][OH:22]>N1C=CC=CC=1>[F:1][C:2]1[CH:7]=[CH:6][CH:5]=[CH:4][C:3]=1/[C:8](=[N:21]/[OH:22])/[C:9]1[CH:14]=[CH:13][C:12]([O:15][CH3:16])=[C:11]([CH3:17])[C:10]=1[OH:18] |f:1.2|. Procedure details: 2'-fluoro-2-hydroxy-4-methoxy-3-methylbenzophenone (30.0 g) is refluxed 18 hours in 350 ml of pyridine containing 32.0 g of hydroxylamine hydrochloride. The solvent is removed in vacuo and the residue is distributed between ether and 5% HCl. Drying and concentration of the ether gives a crude product that is heated as a melt at 200° C. for 30 minutes in a nitrogen atmosphere. The melt is allowed to cool and the solid mass is triturated well with hexane to give E-2'-fluoro-2-hydroxy-4-methoxy-3-m... The reactants are BrC(C(=O)NC(C#CCOC)(C)C)COC (2-Bromo-N-(1-methoxy-4-methylpent-2-yn-4-yl)-3-methoxypropionamide), ClC=1C=NC=C(C1)O (3-chloro-5-hydroxypyridine). The product is ClC=1C=C(C=NC1)OC(C(=O)NC(C#CCOC)(C)C)COC ((5-chloro-3-pyridyloxy)-N-(1-methoxy-4-methylpent-2-yn-4-yl)-3-methoxypropionamide). As a reaction SMILES: Br[CH:2]([CH2:14][O:15][CH3:16])[C:3]([NH:5][C:6]([CH3:13])([CH3:12])[C:7]#[C:8][CH2:9][O:10][CH3:11])=[O:4].[Cl:17][C:18]1[CH:19]=[N:20][CH:21]=[C:22]([OH:24])[CH:23]=1>>[Cl:17][C:18]1[CH:23]=[C:22]([O:24][CH:2]([CH2:14][O:15][CH3:16])[C:3]([NH:5][C:6]([CH3:13])([CH3:12])[C:7]#[C:8][CH2:9][O:10][CH3:11])=[O:4])[CH:21]=[N:20][CH:19]=1. Procedure: 2-Bromo-N-(1-methoxy-4-methylpent-2-yn-4-yl)-3-methoxypropionamide was reacted with 3-chloro-5-hydroxypyridine in a similar procedure to Example 10, Stage 2 to give the required product as a pale yellow oil. Reactants: COC=1C(=C2C(CC3(NC2=CC1C)CCC3)=O)C (6′-methoxy-5′,7′-dimethyl-1′H-spiro[cyclobutane-1,2′-quinolin]-4′(3′H)-one), [BH4-].[Na+] (NaBH4). The solvent is CO (methanol), C(Cl)Cl (CH2Cl2). Conditions: temperature 0 celsius, time 15 minute. Yields the product COC=1C(=C2C(CC3(NC2=CC1C)CCC3)O)C (6′-methoxy-5′,7′-dimethyl-3′,4′-dihydro-1′H-spiro[cyclobutane-1,2′-quinolin]-4′-ol). RXN SMILES: [CH3:1][O:2][C:3]1[C:4]([CH3:18])=[C:5]2[C:10](=[CH:11][C:12]=1[CH3:13])[NH:9][C:8]1([CH2:16][CH2:15][CH2:14]1)[CH2:7][C:6]2=[O:17].[BH4-].[Na+]>CO.C(Cl)Cl>[CH3:1][O:2][C:3]1[C:4]([CH3:18])=[C:5]2[C:10](=[CH:11][C:12]=1[CH3:13])[NH:9][C:8]1([CH2:14][CH2:15][CH2:16]1)[CH2:7][CH:6]2[OH:17] |f:1.2|. Procedure details: To a solution of 6′-methoxy-5′,7′-dimethyl-1′H-spiro[cyclobutane-1,2′-quinolin]-4′(3′H)-one (1 g) in a mixture of 35 mL methanol and 15 mL CH2Cl2, was added NaBH4 (2 g) slowly at 0° C. The reaction mixture was stirred at 0° C. for 15 minutes and then at room temperature for three days. The reaction mixture was quenched with water and extracted with ethyl acetate. The organic layer was dried with Na2SO4 and evaporated, to yield 6′-methoxy-5′,7′-dimethyl-3′,4′-dihydro-1′H-spiro[cyclobutane-1,2′-qu...